Dataset: the Open Reaction Database (ORD), a public repository of structured organic reaction records. Task: describe an organic reaction: reactants, conditions, products, and yield Starting materials: CC1=CC=C(C=C1)S(=O)(=O)OC1CC(CC1)O (3-hydroxycyclopentyl 4-methylbenzenesulfonate), BrC1=C(C=C(C=C1C)O)C (4-bromo-3,5-dimethylphenol), Intermediate 2. Product: BrC1=C(C=C(OC2CC(CC2)O)C=C1C)C (3-(4-Bromo-3,5-dimethylphenoxy)cyclopentanol). As a reaction SMILES: CC1C=CC(S([O:11][CH:12]2[CH2:16][CH2:15][CH:14]([OH:17])[CH2:13]2)(=O)=O)=CC=1.[Br:18][C:19]1[C:24]([CH3:25])=[CH:23][C:22](O)=[CH:21][C:20]=1[CH3:27]>>[Br:18][C:19]1[C:24]([CH3:25])=[CH:23][C:22]([O:11][CH:12]2[CH2:16][CH2:15][CH:14]([OH:17])[CH2:13]2)=[CH:21][C:20]=1[CH3:27]. Procedure details: The title compound is prepared from 3-hydroxycyclopentyl 4-methylbenzenesulfonate and 4-bromo-3,5-dimethylphenol following a procedure analogous to that described in Step 3 of Intermediate 2. LC (method 7): tR=1.07 min; Mass spectrum (ESI+): m/z=285 [M+H]+. The reactants are C1(=CC=CC=C1)C (toluene), COCCO[AlH2-]OCCOC.[Na+] (Red-Al), C(C)(C)(C)OC(=O)N1CCC(CC1)C(NC)=O (4-methylcarbamoyl-piperidine-1-carboxylic acid tert-butyl ester). Run in C1CCOC1 (THF). Reaction conditions: temperature 0 celsius. Yields the product C(C)(C)(C)OC(=O)N1CCC(CC1)CNC (4-Methylaminomethyl-piperidine-1-carboxylic acid tert-butyl ester). The yield is 60.2%. RXN SMILES: [C:1]([O:5][C:6]([N:8]1[CH2:13][CH2:12][CH:11]([C:14](=O)[NH:15][CH3:16])[CH2:10][CH2:9]1)=[O:7])([CH3:4])([CH3:3])[CH3:2].C1(C)C=CC=CC=1.COCCO[AlH2-]OCCOC.[Na+]>C1COCC1>[C:1]([O:5][C:6]([N:8]1[CH2:13][CH2:12][CH:11]([CH2:14][NH:15][CH3:16])[CH2:10][CH2:9]1)=[O:7])([CH3:4])([CH3:3])[CH3:2] |f:2.3|. Reported procedure: In a 32 mL reaction vial was placed a stir bar and 4-methylcarbamoyl-piperidine-1-carboxylic acid tert-butyl ester (0.97 g) dissolved in 12.8 mL anhydrous THF. The solution was cooled to 0° C. with an ice-bath. A 65% toluene solution of Red-Al (3.66 mL) was added dropwise at 0° C. After the addition was completed, the mixture was stirred under N2 at room temperature until all the starting materials were just consumed. The reaction mixture was worked up with H2O at 0° C., extracted with EtOAc (×3... The reactants are [Al+3], COc1ccc(C)c(Br)c1, [Cl-], [Cl-], [Cl-], ClCCCl, O=C(Cl)c1ccc(F)cc1. Yields the product COc1cc(Br)c(C)cc1C(=O)c1ccc(F)cc1. As a reaction SMILES: [Al+3:12].[Br:15][c:16]1[cH:17][c:18]([O:23][CH3:24])[cH:19][cH:20][c:21]1[CH3:22].[Cl-:11].[Cl-:13].[Cl-:14].[Cl:25][CH2:26][CH2:27][Cl:28].[F:1][c:2]1[cH:3][cH:4][c:5]([C:6](=[O:7])[Cl:8])[cH:9][cH:10]1>>[F:1][c:2]1[cH:3][cH:4][c:5]([C:6](=[O:7])[c:19]2[c:18]([O:23][CH3:24])[cH:17][c:16]([Br:15])[c:21]([CH3:22])[cH:20]2)[cH:9][cH:10]1. Reactants: C(C1=CC=CC=C1)N(C(=O)C1CC1)CC1=C(C=CC(=C1)C#N)B1OC(C(O1)(C)C)(C)C (Cyclopropanecarboxylic acid benzyl-[5-cyano-2-(4,4,5,5-tetramethyl-[1,3,2]dioxaborolan-2-yl)-benzyl]-amide), C(C)OC(CC=1C=NC=C(C1)Br)=O ((5-bromo-pyridin-3-yl)-acetic acid ethyl ester), C([O-])([O-])=O.[K+].[K+] (potassium carbonate). The reagents and catalysts are C=1C=CC(=CC1)[P](C=2C=CC=CC2)(C=3C=CC=CC3)[Pd]([P](C=4C=CC=CC4)(C=5C=CC=CC5)C=6C=CC=CC6)([P](C=7C=CC=CC7)(C=8C=CC=CC8)C=9C=CC=CC9)[P](C=1C=CC=CC1)(C=1C=CC=CC1)C=1C=CC=CC1 (Tetrakis(triphenylphosphine)palladium(0)). Solvent: COCCOC (DME), O (H2O), Cl (HCl). Conditions: temperature 70 celsius, time 1 hour. Product: C(C)OC(CC=1C=NC=C(C1)C1=C(C=C(C=C1)C#N)CN(C(=O)C1CC1)CC1=CC=CC=C1)=O ((5-{2-[(benzyl-cyclopropanecarbonyl-amino)-methyl]-4-cyano-phenyl}-pyridin-3-yl)-acetic acid ethyl ester). As a reaction SMILES: [CH2:1]([N:8]([CH2:14][C:15]1[CH:20]=[C:19]([C:21]#[N:22])[CH:18]=[CH:17][C:16]=1B1OC(C)(C)C(C)(C)O1)[C:9]([CH:11]1[CH2:13][CH2:12]1)=[O:10])[C:2]1[CH:7]=[CH:6][CH:5]=[CH:4][CH:3]=1.[CH2:32]([O:34][C:35](=[O:44])[CH2:36][C:37]1[CH:38]=[N:39][CH:40]=[C:41](Br)[CH:42]=1)[CH3:33].C(=O)([O-])[O-].[K+].[K+]>COCCOC.O.Cl.C1C=CC([P]([Pd]([P](C2C=CC=CC=2)(C2C=CC=CC=2)C2C=CC=CC=2)([P](C2C=CC=CC=2)(C2C=CC=CC=2)C2C=CC=CC=2)[P](C2C=CC=CC=2)(C2C=CC=CC=2)C2C=CC=CC=2)(C2C=CC=CC=2)C2C=CC=CC=2)=CC=1>[CH2:32]([O:34][C:35](=[O:44])[CH2:36][C:37]1[CH:38]=[N:39][CH:40]=[C:41]([C:16]2[CH:17]=[CH:18][C:19]([C:21]#[N:22])=[CH:20][C:15]=2[CH2:14][N:8]([CH2:1][C:2]2[CH:3]=[CH:4][CH:5]=[CH:6][CH:7]=2)[C:9]([CH:11]2[CH2:12][CH2:13]2)=[O:10])[CH:42]=1)[CH3:33] |f:2.3.4,^1:62,64,83,102|. Procedure details: Cyclopropanecarboxylic acid benzyl-[5-cyano-2-(4,4,5,5-tetramethyl-[1,3,2]dioxaborolan-2-yl)-benzyl]-amide (1.33 g, 3.2 mmol), (5-bromo-pyridin-3-yl)-acetic acid ethyl ester (1.02 g, 4.2 mmol), and potassium carbonate (1.55 g, 11.2 mmol) were combined in DME (40 mL) and H2O (30 mL), and the solution was purged with N2 for 15 minutes. Tetrakis(triphenylphosphine)palladium(0) (0.370 g, 0.35 mmol) was added, and the reaction was stirred at 70° C. for 1 hour. The mixture was diluted with H2O and 1N ...